This data is from the Open Reaction Database (ORD), a public repository of structured organic reaction records. The task is: describe an organic reaction: reactants, conditions, products, and yield Procedure details: 0.826 g (7.23 mmol) of (1R,2R)-(-)-1,2-cyclohexanediamine of [α]D20 =-36.7° (c 4.14, H2O) and 1.04 g (7.21 mmol) of dl-trans-1,2-cyclooctanediol were added to 2 ml of toluene and then heated/dissolved therein, and the solution was cooled to room temperature. Afterward, the precipitated crystals were collected by filtration and then recrystallized from 2 ml of toluene twice to obtain 0.735 g of (1R,2R)-(-)-1,2-cyclohexanediamine-(1R,2R)-(-)-1,2-cyclooctanediol. Physical properties of the product ... Run in C1(=CC=CC=C1)C (toluene). The reactants are [C@@H]1([C@@H](CCCC1)N)N ((1R,2R)-(-)-1,2-cyclohexanediamine), O (H2O), [C@@H]1([C@@H](CCCCCC1)O)O (trans-1,2-cyclooctanediol). Product: [C@@H]1([C@@H](CCCC1)N)N.[C@@H]1([C@@H](CCCCCC1)O)O ((1R,2R)-(-)-1,2-cyclohexanediamine (1R,2R)-(-)-1,2-cyclooctanediol). As a reaction SMILES: [C@@H:1]1([NH2:8])[CH2:6][CH2:5][CH2:4][CH2:3][C@H:2]1[NH2:7].O.[C@@H:10]1([OH:19])[CH2:17][CH2:16][CH2:15][CH2:14][CH2:13][CH2:12][C@H:11]1[OH:18]>C1(C)C=CC=CC=1>[C@@H:1]1([NH2:8])[CH2:6][CH2:5][CH2:4][CH2:3][C@H:2]1[NH2:7].[C@@H:10]1([OH:19])[CH2:17][CH2:16][CH2:15][CH2:14][CH2:13][CH2:12][C@H:11]1[OH:18] |f:4.5|. Product: ClC(C(=O)N1C(C2=CC=CC=C2CC1)C)(C)Cl (2-(2,2-dichloropropionyl)-1-methyl-1,2,3,4-tetrahydroisoquinoline). As a reaction SMILES: [CH3:1][CH:2]1[C:11]2[C:6](=[CH:7][CH:8]=[CH:9][CH:10]=2)[CH2:5][CH2:4][NH:3]1.[OH-].[Na+].C(Cl)Cl.[Cl:17][C:18]([Cl:23])([CH3:22])[C:19](Cl)=[O:20]>O>[Cl:17][C:18]([Cl:23])([CH3:22])[C:19]([N:3]1[CH2:4][CH2:5][C:6]2[C:11](=[CH:10][CH:9]=[CH:8][CH:7]=2)[CH:2]1[CH3:1])=[O:20] |f:1.2|. Reported procedure: A reaction vessel was chrged with 2 g 1-methyl-1,2,3,4-tetrahydroisoquinoline, 10 ml 10% sodium hydroxide and 50 ml methylene chloride. With this mixture stirred, 3 ml 2,2-dichloropropionyl chloride was added dropwise to the mixture. The mixture was stirred for 20 minutes, then water was added. The organic extract was dried with magnesium sulfate, stripped of solvent and subjected to Kugelrohr distillation (170° C. @ 0.25 mm Hg) to provide 2.7 g of a yellow oil product having the elemental analy... Starting materials: CC1NCCC2=CC=CC=C12 (1-methyl-1,2,3,4-tetrahydroisoquinoline), [OH-].[Na+] (sodium hydroxide), C(Cl)Cl (methylene chloride), ClC(C(=O)Cl)(C)Cl (2,2-dichloropropionyl chloride). The solvent is O (water). Reactants: CC(C)=O, Cl, COC(=O)c1cnc(OC2CCN(c3ccc(C(F)(F)F)cc3)CC2)cn1, [Na+], [OH-]. The product is Cl, O=C(O)c1cnc(OC2CCN(c3ccc(C(F)(F)F)cc3)CC2)cn1. RXN SMILES: [CH3:31][C:32](=[O:33])[CH3:34].[ClH:30].[F:1][C:2]([c:3]1[cH:4][cH:5][c:6]([N:9]2[CH2:10][CH2:11][CH:12]([O:15][c:16]3[n:17][cH:18][c:19]([C:22](=[O:23])[O:24][CH3:25])[n:20][cH:21]3)[CH2:13][CH2:14]2)[cH:7][cH:8]1)([F:26])[F:27].[Na+:29].[OH-:28]>>[ClH:30].[F:1][C:2]([c:3]1[cH:4][cH:5][c:6]([N:9]2[CH2:10][CH2:11][CH:12]([O:15][c:16]3[n:17][cH:18][c:19]([C:22](=[O:23])[OH:24])[n:20][cH:21]3)[CH2:13][CH2:14]2)[cH:7][cH:8]1)([F:26])[F:27]. The reactants are Brc1ccc(I)cc1, O=C([O-])[O-], [Na+], [Na+], [Na+], O=C([O-])O, CN(C)C=O, OB(O)c1ccncc1. Product: Brc1ccc(-c2ccncc2)cc1. As a reaction SMILES: [Br:10][c:11]1[cH:12][cH:13][c:14]([I:17])[cH:15][cH:16]1.[C:18](=[O:19])([O-:20])[O-:21].[Na+:22].[Na+:23].[Na+:28].[O-:24][C:25]([OH:26])=[O:27].[O:29]=[CH:30][N:31]([CH3:32])[CH3:33].[n:1]1[cH:2][cH:3][c:4]([B:7]([OH:8])[OH:9])[cH:5][cH:6]1>>[n:1]1[cH:2][cH:3][c:4](-[c:14]2[cH:13][cH:12][c:11]([Br:10])[cH:16][cH:15]2)[cH:5][cH:6]1. Reactants: CC1=C(C[C@H]([C@@H](C1)C(=O)O)C(=O)O)C (trans-1,2-dimethylcyclohexene-4,5-dicarboxylic acid), C(C)NCC (diethylamine), S(=O)(Cl)Cl (thionyl chloride). Solvent: C(C)OCC (diethyl ether). Conditions: time 2 hour. Product: C(C)N(C(=O)[C@@H]1CC(=C(C[C@H]1C(=O)N(CC)CC)C)C)CC (Trans-N,N,N',N'-tetraethyl-1,2-dimethylcyclohex-1-ene-4,5-dicarboxamide). Reaction SMILES: [CH3:1][C:2]1[CH2:7][C@@H:6]([C:8]([OH:10])=O)[C@H:5]([C:11]([OH:13])=O)[CH2:4][C:3]=1[CH3:14].S(Cl)(Cl)=O.[CH2:19]([NH:21][CH2:22][CH3:23])[CH3:20]>C(OCC)C>[CH2:19]([N:21]([CH2:22][CH3:23])[C:8]([C@H:6]1[C@H:5]([C:11]([N:21]([CH2:22][CH3:23])[CH2:19][CH3:20])=[O:13])[CH2:4][C:3]([CH3:14])=[C:2]([CH3:1])[CH2:7]1)=[O:10])[CH3:20]. Reported procedure: To trans-1,2-dimethylcyclohexene-4,5-dicarboxylic acid (1.98 g 0.01 mol) heated to 80° C., was added thionyl chloride (2.38 g, 0.02 mol) over 1 hr. The mixture was kept at this temperature for a further two hours, then cooled and added dropwise to a diethyl ether solution (45 ml) of excess diethylamine (14.6 g, 0.2 mol) cooled to ice bath temperature. The solvent was removed to give the crude product as an oil which was not purified for use in the next stage. The reactants are COc1ccc(O)cc1, COc1ccc2cc(Nc3cc(C)[nH]n3)nc(Cl)c2c1. Product: COc1ccc(Oc2nc(Nc3cc(C)[nH]n3)cc3ccc(OC)cc23)cc1. Reaction SMILES: [CH3:1][O:2][c:3]1[cH:4][cH:5][c:6]([OH:9])[cH:7][cH:8]1.[Cl:10][c:11]1[n:12][c:13]([NH:23][c:24]2[n:25][nH:26][c:27]([CH3:29])[cH:28]2)[cH:14][c:15]2[cH:16][cH:17][c:18]([O:21][CH3:22])[cH:19][c:20]12>>[CH3:1][O:2][c:3]1[cH:4][cH:5][c:6]([O:9][c:11]2[n:12][c:13]([NH:23][c:24]3[n:25][nH:26][c:27]([CH3:29])[cH:28]3)[cH:14][c:15]3[cH:16][cH:17][c:18]([O:21][CH3:22])[cH:19][c:20]23)[cH:7][cH:8]1. Reactants: CN1C(=O)CCN(C2CCCC2)c2nc(Cl)ncc21, O=C(O)C(F)(F)F, COc1cc(C(=O)O)ccc1N. The product is COc1cc(C(=O)O)ccc1Nc1ncc2c(n1)N(C1CCCC1)CCC(=O)N2C. RXN SMILES: [Cl:1][c:2]1[n:3][cH:4][c:5]2[c:6]([n:19]1)[N:7]([CH:14]1[CH2:15][CH2:16][CH2:17][CH2:18]1)[CH2:8][CH2:9][C:10](=[O:13])[N:11]2[CH3:12].[F:32][C:33]([F:34])([F:35])[C:36]([OH:37])=[O:38].[NH2:20][c:21]1[c:22]([O:30][CH3:31])[cH:23][c:24]([C:25](=[O:26])[OH:27])[cH:28][cH:29]1>>[c:2]1([NH:20][c:21]2[c:22]([O:30][CH3:31])[cH:23][c:24]([C:25](=[O:26])[OH:27])[cH:28][cH:29]2)[n:3][cH:4][c:5]2[c:6]([n:19]1)[N:7]([CH:14]1[CH2:15][CH2:16][CH2:17][CH2:18]1)[CH2:8][CH2:9][C:10](=[O:13])[N:11]2[CH3:12]. The reactants are CC(C)(C)O, CS(=O)(=O)c1nccc(NC(N)=NCC(F)(F)F)n1, [H-], NCCCO, [Na+]. Yields the product NCCCOc1nccc(NC(N)=NCC(F)(F)F)n1. Reaction SMILES: [C:27]([OH:28])([CH3:29])([CH3:30])[CH3:31].[F:1][C:2]([CH2:3][N:4]=[C:5]([NH:6][c:7]1[n:8][c:9]([S:13]([CH3:14])(=[O:15])=[O:16])[n:10][cH:11][cH:12]1)[NH2:17])([F:18])[F:19].[H-:25].[NH2:20][CH2:21][CH2:22][CH2:23][OH:24].[Na+:26]>>[F:1][C:2]([CH2:3][N:4]=[C:5]([NH:6][c:7]1[n:8][c:9]([O:24][CH2:23][CH2:22][CH2:21][NH2:20])[n:10][cH:11][cH:12]1)[NH2:17])([F:18])[F:19].